describe an organic reaction: reactants, conditions, products, and yield From a dataset of the Open Reaction Database (ORD), a public repository of structured organic reaction records. Reactants: CCCCCCCCCCCCCCOc1cccc(C(=O)O)c1, [Cl-], COC(=O)CNCC(=O)OC. The product is CCCCCCCCCCCCCCOc1cccc(C(=O)N(CC(=O)OC)CC(=O)OC)c1. As a reaction SMILES: [CH2:1]([CH2:2][CH2:3][CH2:4][CH2:5][CH2:6][CH2:7][CH2:8][CH2:9][CH2:10][CH2:11][CH2:12][CH2:13][CH3:14])[O:15][c:16]1[cH:17][c:18]([C:19](=[O:20])[OH:21])[cH:22][cH:23][cH:24]1.[Cl-:25].[NH:26]([CH2:27][C:28](=[O:29])[O:30][CH3:31])[CH2:32][C:33](=[O:34])[O:35][CH3:36]>>[CH2:1]([CH2:2][CH2:3][CH2:4][CH2:5][CH2:6][CH2:7][CH2:8][CH2:9][CH2:10][CH2:11][CH2:12][CH2:13][CH3:14])[O:15][c:16]1[cH:17][c:18]([C:19](=[O:21])[N:26]([CH2:27][C:28](=[O:29])[O:30][CH3:31])[CH2:32][C:33](=[O:34])[O:35][CH3:36])[cH:22][cH:23][cH:24]1. Starting materials: E2, FC=1C=C(C=CC1C(F)(F)F)CO ((3-fluoro-4-(trifluoromethyl)phenyl)methanol), ClC1=NC(N2C(N(CCC2)C(C)C)=C1)=O (8-chloro-1-isopropyl-3,4-dihydro-1H-pyrimido[1,6-a]pyrimidin-6(2H)-one). The product is FC=1C=C(COC2=NC(N3C(N(CCC3)C(C)C)=C2)=O)C=CC1C(F)(F)F (8-((3-fluoro-4-(trifluoromethyl)benzyl)oxy)-1-isopropyl-3,4-dihydro-1H-pyrimido[1,6-a]pyrimidin-6(2H)-one). As a reaction SMILES: [F:1][C:2]1[CH:3]=[C:4]([CH2:12][OH:13])[CH:5]=[CH:6][C:7]=1[C:8]([F:11])([F:10])[F:9].Cl[C:15]1[CH:27]=[C:19]2[N:20]([CH:24]([CH3:26])[CH3:25])[CH2:21][CH2:22][CH2:23][N:18]2[C:17](=[O:28])[N:16]=1>>[F:1][C:2]1[CH:3]=[C:4]([CH:5]=[CH:6][C:7]=1[C:8]([F:10])([F:11])[F:9])[CH2:12][O:13][C:15]1[CH:27]=[C:19]2[N:20]([CH:24]([CH3:25])[CH3:26])[CH2:21][CH2:22][CH2:23][N:18]2[C:17](=[O:28])[N:16]=1. Reported procedure: The title compound or its salt was prepared by a procedure similar to that described for E2 starting from (3-fluoro-4-(trifluoromethyl)phenyl)methanol and 8-chloro-1-isopropyl-3,4-dihydro-1H-pyrimido[1,6-a]pyrimidin-6(2H)-one.